Dataset: the Open Reaction Database (ORD), a public repository of structured organic reaction records. Task: describe an organic reaction: reactants, conditions, products, and yield Starting materials: CC(=O)O, O=C(Oc1ccc([N+](=O)[O-])cc1)c1ccc(OC(F)F)c2oc3ccncc3c12, [H-], Nc1c(Cl)cncc1Cl, [Na+], CN(C)C=O, O. Product: O=C(Nc1c(Cl)cncc1Cl)c1ccc(OC(F)F)c2oc3ccncc3c12. As a reaction SMILES: [CH3:41][C:42](=[O:43])[OH:44].[F:1][CH:2]([O:3][c:4]1[cH:5][cH:6][c:7]([C:17]([O:19][c:18]2[cH:20][cH:21][c:22]([N+:23]([O-:24])=[O:25])[cH:26][cH:27]2)=[O:28])[c:8]2[c:9]1[o:10][c:11]1[c:12]2[cH:13][n:14][cH:15][cH:16]1)[F:29].[H-:39].[NH2:30][c:31]1[c:32]([Cl:38])[cH:33][n:34][cH:35][c:36]1[Cl:37].[Na+:40].[O:45]=[CH:46][N:47]([CH3:48])[CH3:49].[OH2:50]>>[F:1][CH:2]([O:3][c:4]1[cH:5][cH:6][c:7]([C:17](=[O:19])[NH:30][c:31]2[c:32]([Cl:38])[cH:33][n:34][cH:35][c:36]2[Cl:37])[c:8]2[c:9]1[o:10][c:11]1[c:12]2[cH:13][n:14][cH:15][cH:16]1)[F:29]. Starting materials: [Fe], CN(C)Cc1ccc(CSCCNC(=O)c2cccc([N+](=O)[O-])c2)o1. Yields the product CN(C)Cc1ccc(CSCCNC(=O)c2cccc(N)c2)o1. Reaction SMILES: [Fe:26].[N+:1]([O-:2])(=[O:3])[c:4]1[cH:5][c:6]([C:7](=[O:8])[NH:9][CH2:10][CH2:11][S:12][CH2:13][c:14]2[o:15][c:16]([CH2:19][N:20]([CH3:21])[CH3:22])[cH:17][cH:18]2)[cH:23][cH:24][cH:25]1>>[NH2:1][c:4]1[cH:5][c:6]([C:7](=[O:8])[NH:9][CH2:10][CH2:11][S:12][CH2:13][c:14]2[o:15][c:16]([CH2:19][N:20]([CH3:21])[CH3:22])[cH:17][cH:18]2)[cH:23][cH:24][cH:25]1. The reactants are [OH-].[Na+] (sodium hydroxide), C(C1=CC=CC=C1)OC=1C=C(C=CC1)C(C(C(=O)OCC)CC1=CC(=CC=C1)OC(C(F)F)(F)F)O (ethyl (2RS,3RS)-3-[3-(benzyloxy)phenyl]-3-hydroxy-2-[3-(1,1,2,2-tetrafluoroethoxy)benzyl]propanoate), Cl (hydrochloric acid). The solvent is CO (methanol). Yields the product C(C1=CC=CC=C1)OC=1C=C(C=CC1)C(C(C(=O)O)CC1=CC(=CC=C1)OC(C(F)F)(F)F)O ((2RS,3RS)-3-[3-(benzyloxy)phenyl]-3-hydroxy-2-[3-(1,1,2,2-tetrafluoroethoxy)benzyl]propanoic acid). Reaction SMILES: [CH2:1]([O:8][C:9]1[CH:10]=[C:11]([CH:15]([OH:36])[CH:16]([CH2:22][C:23]2[CH:28]=[CH:27][CH:26]=[C:25]([O:29][C:30]([F:35])([F:34])[CH:31]([F:33])[F:32])[CH:24]=2)[C:17]([O:19]CC)=[O:18])[CH:12]=[CH:13][CH:14]=1)[C:2]1[CH:7]=[CH:6][CH:5]=[CH:4][CH:3]=1.[OH-].[Na+].Cl>CO>[CH2:1]([O:8][C:9]1[CH:10]=[C:11]([CH:15]([OH:36])[CH:16]([CH2:22][C:23]2[CH:28]=[CH:27][CH:26]=[C:25]([O:29][C:30]([F:34])([F:35])[CH:31]([F:32])[F:33])[CH:24]=2)[C:17]([OH:19])=[O:18])[CH:12]=[CH:13][CH:14]=1)[C:2]1[CH:7]=[CH:6][CH:5]=[CH:4][CH:3]=1 |f:1.2|. Reported procedure: To a solution of ethyl (2RS,3RS)-3-[3-(benzyloxy)phenyl]-3-hydroxy-2-[3-(1,1,2,2-tetrafluoroethoxy)benzyl]propanoate (10.7 g, 21.2 mmol, crude) in methanol (50 ml) was added. 2N aqueous sodium hydroxide solution (21 ml, 42 mmol), and the mixture was stirred overnight at room temperature. The reaction solution was acidified with 1N hydrochloric acid and extracted with ethyl acetate (50 ml×2). The extract was washed with water and saturated brine, dried (anhydrous magnesium sulfate) and evaporated... As a reaction SMILES: [F:1][C:2]1[CH:21]=[CH:20][C:5]([O:6][CH2:7][CH2:8][CH2:9][O:10][C:11]2[CH:12]=[C:13]([CH2:17][CH2:18][Br:19])[CH:14]=[CH:15][CH:16]=2)=[CH:4][CH:3]=1.[C:22]1([P:28]([C:35]2[CH:40]=[CH:39][CH:38]=[CH:37][CH:36]=2)[C:29]2[CH:34]=[CH:33][CH:32]=[CH:31][CH:30]=2)[CH:27]=[CH:26][CH:25]=[CH:24][CH:23]=1>C(O)C>[Br-:19].[F:1][C:2]1[CH:21]=[CH:20][C:5]([O:6][CH2:7][CH2:8][CH2:9][O:10][C:11]2[CH:12]=[C:13]([CH2:17][CH2:18][P+:28]([C:29]3[CH:30]=[CH:31][CH:32]=[CH:33][CH:34]=3)([C:35]3[CH:40]=[CH:39][CH:38]=[CH:37][CH:36]=3)[C:22]3[CH:23]=[CH:24][CH:25]=[CH:26][CH:27]=3)[CH:14]=[CH:15][CH:16]=2)=[CH:4][CH:3]=1 |f:3.4|. Starting materials: FC1=CC=C(OCCCOC=2C=C(C=CC2)CCBr)C=C1 (2-{3-[3-(4-Fluorophenoxy)propoxy]phenyl}-ethyl bromide), C1(=CC=CC=C1)P(C1=CC=CC=C1)C1=CC=CC=C1 (triphenyl phosphine). Yield: 50.0%. The product is [Br-].FC1=CC=C(OCCCOC=2C=C(C=CC2)CC[P+](C2=CC=CC=C2)(C2=CC=CC=C2)C2=CC=CC=C2)C=C1 (2-{3-[3-(4-Fluorophenoxy)propoxy]phenyl}-ethyl triphenylphosphonium bromide). Solvent: C(C)O (ethanol). Reported procedure: A solution of 20 mmol of bromide (example 141) and 30 mmol of triphenyl phosphine in 60 ml of ethanol was refluxed 20 hours under nitrogen and then cooled and evaporated in vacuo. The residue was chromatographed on silica gel using first CHCl3 to elute starting material residues and then 5% CH3OH in CHCl3 to elute the product. Evaporation of pure fractions yielded the title compound as a viscous oil. Reactants: Cl.Cl.ClC1=C(CN2C(=NC=3C2=NC(=CC3)C(=O)OC)C)C=CC(=C1)NC (methyl 3-(2-chloro-4-(methylamino)benzyl)-2-methyl-3H-imidazo[4,5-b]pyridine-5-carboxylate dihydrochloride), N1=CC=CC=C1 (pyridine), C(OCC)(=O)Cl (ethyl chlorocarbonate). Solvent: O1CCCC1 (tetrahydrofuran). Conditions: time 6 hour. Product: ClC1=C(CN2C(=NC=3C2=NC(=CC3)C(=O)OC)C)C=CC(=C1)N(C)C(=O)OCC (methyl 3-(2-chloro-4-(N-ethoxycarbonyl-N-methylamino)benzyl)-2-methyl-3H-imidazo[4,5-b]pyridine-5-carboxylate). As a reaction SMILES: Cl.Cl.[Cl:3][C:4]1[CH:24]=[C:23]([NH:25][CH3:26])[CH:22]=[CH:21][C:5]=1[CH2:6][N:7]1[C:11]2=[N:12][C:13]([C:16]([O:18][CH3:19])=[O:17])=[CH:14][CH:15]=[C:10]2[N:9]=[C:8]1[CH3:20].N1C=CC=CC=1.[C:33](Cl)(=[O:37])[O:34][CH2:35][CH3:36]>O1CCCC1>[Cl:3][C:4]1[CH:24]=[C:23]([N:25]([C:33]([O:34][CH2:35][CH3:36])=[O:37])[CH3:26])[CH:22]=[CH:21][C:5]=1[CH2:6][N:7]1[C:11]2=[N:12][C:13]([C:16]([O:18][CH3:19])=[O:17])=[CH:14][CH:15]=[C:10]2[N:9]=[C:8]1[CH3:20] |f:0.1.2|. Reported procedure: To a mixture of methyl 3-(2-chloro-4-(methylamino)benzyl)-2-methyl-3H-imidazo[4,5-b]pyridine-5-carboxylate dihydrochloride (418 mg), pyridine (396 mg) and tetrahydrofuran (4.2 ml) was added dropwise ethyl chlorocarbonate (0.115 ml) under ice-cooling and the mixture was stirred at room temperature for 6 hr. The reaction mixture was partitioned between ethyl acetate and water. The organic layer was washed with saturated brine, dried over magnesium sulfate, and concentrated to dryness under reduced...